Dataset: the Open Reaction Database (ORD), a public repository of structured organic reaction records. Task: describe an organic reaction: reactants, conditions, products, and yield Reactants: C(CCCCCCCCCCCCCC)NC(=O)OCC(CO)=C (3-pentadecylaminocarbonyloxy-2-methylenepropan-1-ol), BrCCCCCCCC(=O)O (8-bromooctanoic acid). The product is C(CCCCCCCCCCCCCC)NC(=O)OCC(COC(CCCCCCCBr)=O)=C (1-Pentadecylaminocarbonyloxy-3-(8-bromooctanoyloxy)-2-methylenepropane). As a reaction SMILES: [CH2:1]([NH:16][C:17]([O:19][CH2:20][C:21](=[CH2:24])[CH2:22][OH:23])=[O:18])[CH2:2][CH2:3][CH2:4][CH2:5][CH2:6][CH2:7][CH2:8][CH2:9][CH2:10][CH2:11][CH2:12][CH2:13][CH2:14][CH3:15].[Br:25][CH2:26][CH2:27][CH2:28][CH2:29][CH2:30][CH2:31][CH2:32][C:33](O)=[O:34]>>[CH2:1]([NH:16][C:17]([O:19][CH2:20][C:21](=[CH2:24])[CH2:22][O:23][C:33](=[O:34])[CH2:32][CH2:31][CH2:30][CH2:29][CH2:28][CH2:27][CH2:26][Br:25])=[O:18])[CH2:2][CH2:3][CH2:4][CH2:5][CH2:6][CH2:7][CH2:8][CH2:9][CH2:10][CH2:11][CH2:12][CH2:13][CH2:14][CH3:15]. Procedure: Following the procedure described in Preparation 9, but replacing 3-octadecylaminocarbonyloxy-2-methylenepropan-1-ol with 3-pentadecylaminocarbonyloxy-2-methylenepropan-1-ol (from Preparation 4), and replacing 6-bromohexanoic acid with 8-bromooctanoic acid, the desired product was obtained.